From a dataset of the Open Reaction Database (ORD), a public repository of structured organic reaction records. describe an organic reaction: reactants, conditions, products, and yield Reactants: C(=CC1=CC=CC=C1)C1=CC=C(C=C1)C1CC=CCC1N (6-(4'-styrylphenyl)cyclohex-3-enylamine), ClC(=O)OC1=CC=CC=C1 (phenyl chloroformate). The solvent is C(Cl)Cl (methylene chloride), N1=CC=CC=C1 (pyridine). Yields the product C1(=CC=CC=C1)NC(=O)OCC (phenyl urethane). Isolated yield 170.3%. RXN SMILES: C(C1C=CC([CH:15]2[CH:20]([NH2:21])[CH2:19][CH:18]=[CH:17][CH2:16]2)=CC=1)=CC1C=CC=CC=1.Cl[C:23]([O:25][C:26]1C=CC=C[CH:27]=1)=[O:24]>C(Cl)Cl.N1C=CC=CC=1>[C:20]1([NH:21][C:23]([O:25][CH2:26][CH3:27])=[O:24])[CH:15]=[CH:16][CH:17]=[CH:18][CH:19]=1. Reported procedure: To a stirred solution of 6-(4'-styrylphenyl)cyclohex-3-enylamine (0.44 g, 1.66 mmol) in methylene chloride (21 mL) and pyridine (10 mL) at 0° C. is added phenyl chloroformate (0.25 g, 1.6 mmol). The reaction is warmed to room temperature and partitioned between methylene chloride and water. The organic extracts are washed with brine, dried (MgSO4) and evaporated. The residue is triturated with diethyl ether and purified by flash chromatography (2% diethyl ether/toluene) to give the intermediate ... Reactants: C1COCCO1, CO, Cc1ccc2oc(N3CCN(C(=O)OC(C)(C)C)CC3COc3cccnc3)nc2c1, Cl. The product is Cc1ccc2oc(N3CCNCC3COc3cccnc3)nc2c1, Cl. RXN SMILES: [CH2:2]1[O:3][CH2:4][CH2:5][O:6][CH2:7]1.[CH3:39][OH:40].[CH3:8][c:9]1[cH:10][cH:11][c:12]2[c:13]([n:14][c:15]([N:17]3[CH:18]([CH2:30][O:31][c:32]4[cH:33][n:34][cH:35][cH:36][cH:37]4)[CH2:19][N:20]([C:23]([O:24][C:25]([CH3:26])([CH3:27])[CH3:28])=[O:29])[CH2:21][CH2:22]3)[o:16]2)[cH:38]1.[ClH:1]>>[CH3:8][c:9]1[cH:10][cH:11][c:12]2[c:13]([n:14][c:15]([N:17]3[CH:18]([CH2:30][O:31][c:32]4[cH:33][n:34][cH:35][cH:36][cH:37]4)[CH2:19][NH:20][CH2:21][CH2:22]3)[o:16]2)[cH:38]1.[ClH:1]. Yield: 65.0%. Solvent: C(C)#N.O (acetonitrile water). Reaction conditions: time 48 hour. Yields the product ClC1=CC=C(C=C1)C1(C(CN(CC1)CCC=C1C2=C(OCC3=C1C=CC=N3)C=CC(=C2)C(C)(C)O)(C)COCC)O (4-(4-Chloro-phenyl)-3-ethoxymethyl-1-{3 [7-(-hydroxy-1-methyl-ethyl)-11H-10-oxa-1-aza-dibenzo[a,d]cyclohepten-5-ylidene]-propyl}-3-methyl-piperidin-4-ol). Reactants: ClC1=CC=C(C=C1)C1(C(CNCC1)(C)COCC)O (4-(4-chloro-phenyl)-3-ethoxymethyl-3-methyl-piperidin-4-ol), C(=O)([O-])[O-].[K+].[K+] (K2CO3), BrCCC=C1C2=C(OCC3=C1C=CC=N3)C=CC(=C2)C(C)(C)O (2-[5-(3-bromo-propylidene)-5,11-dihydro-10-oxa-1-aza-dibenzo[a,d]cyclohepten-7-yl]-propan-2-ol). RXN SMILES: [Cl:1][C:2]1[CH:7]=[CH:6][C:5]([C:8]2([OH:19])[CH2:13][CH2:12][NH:11][CH2:10][C:9]2([CH2:15][O:16][CH2:17][CH3:18])[CH3:14])=[CH:4][CH:3]=1.C([O-])([O-])=O.[K+].[K+].Br[CH2:27][CH2:28][CH:29]=[C:30]1[C:36]2[CH:37]=[CH:38][CH:39]=[N:40][C:35]=2[CH2:34][O:33][C:32]2[CH:41]=[CH:42][C:43]([C:45]([OH:48])([CH3:47])[CH3:46])=[CH:44][C:31]1=2>C(#N)C.O>[Cl:1][C:2]1[CH:7]=[CH:6][C:5]([C:8]2([OH:19])[CH2:13][CH2:12][N:11]([CH2:27][CH2:28][CH:29]=[C:30]3[C:36]4[CH:37]=[CH:38][CH:39]=[N:40][C:35]=4[CH2:34][O:33][C:32]4[CH:41]=[CH:42][C:43]([C:45]([OH:48])([CH3:47])[CH3:46])=[CH:44][C:31]3=4)[CH2:10][C:9]2([CH2:15][O:16][CH2:17][CH3:18])[CH3:14])=[CH:4][CH:3]=1 |f:1.2.3,5.6|. Procedure details: To a solution of 4-(4-chloro-phenyl)-3-ethoxymethyl-3-methyl-piperidin-4-ol (0.038 g, 0.13 mmol) in acetonitrile/water (8:2) (1.3 mL) was added K2CO3 (0.075 g, 0.53 mmol) and 2-[5-(3-bromo-propylidene)-5,11-dihydro-10-oxa-1-aza-dibenzo[a,d]cyclohepten-7-yl]-propan-2-ol (0.050 g, 0.13 mmol). The solution was allowed to stir at room temperature for 48 h. The reaction was concentrated and partitioned between EtOAc/H2O, extracted with EtOAc (3×). The organics were collected, dried over MgSO4, filter... Reaction conditions: time 4 hour. Procedure details: Sodium hydride (60% oiliness) (0.33 g, 8.25 mmol) was added in the dimethylformamide (20 mL) solution of diethyl malonate (1.23 mL, 8.14 mmol) while cooling the solution with ice, and the mixture was directly stirred for 4 hours. 5-bromo-2-nitrobenzotrifluoride (2.0 g, 7.41 mmol) was added in the reaction mixture while cooling it with ice, and the temperature was raised to room temperature and then the mixture was further heated and stirred at 70° C. for 3 hours. After the reaction solution was ... Yields the product [N+](=O)([O-])C1=C(C=C(C=C1)C(C(=O)OCC)C(=O)OCC)C(F)(F)F (diethyl 2-(4-nitro-3-trifluoromethyl-phenyl)-malonate). The reactants are ice water, Cl (hydrochloric acid), [H-].[Na+] (Sodium hydride), C(CC(=O)OCC)(=O)OCC (diethyl malonate), BrC=1C=CC(=C(C1)C(F)(F)F)[N+](=O)[O-] (5-bromo-2-nitrobenzotrifluoride). Reaction SMILES: [H-].[Na+].[C:3]([O:11][CH2:12][CH3:13])(=[O:10])[CH2:4][C:5]([O:7][CH2:8][CH3:9])=[O:6].Br[C:15]1[CH:16]=[CH:17][C:18]([N+:25]([O-:27])=[O:26])=[C:19]([C:21]([F:24])([F:23])[F:22])[CH:20]=1.Cl>CN(C)C=O>[N+:25]([C:18]1[CH:17]=[CH:16][C:15]([CH:4]([C:5]([O:7][CH2:8][CH3:9])=[O:6])[C:3]([O:11][CH2:12][CH3:13])=[O:10])=[CH:20][C:19]=1[C:21]([F:22])([F:23])[F:24])([O-:27])=[O:26] |f:0.1|. Run in CN(C=O)C (dimethylformamide). Yield: 42.5%.